This data is from the Open Reaction Database (ORD), a public repository of structured organic reaction records. The task is: describe an organic reaction: reactants, conditions, products, and yield The reactants are ClC1=CC=C(C=N1)C(C(=O)C=1OC=CC1)=CN(C)C (2-(6-chloro-3-pyridyl)-3-(dimethylamino)-1-(2-furyl)-2-propen-1-one), Cl.NC(=N)N (guanidine hydrochloride), C([O-])([O-])=O.[K+].[K+] (potassium carbonate). Solvent: CN(C=O)C (N,N-dimethylformamide), O (water). Reaction conditions: temperature 70 celsius, time 21 hour. Yields the product ClC1=CC=C(C=N1)C=1C(=NC(=NC1)N)C=1OC=CC1 (5-(6-Chloro-3-pyridyl)-4-(2-furyl)-2-pyrimidinylamine). Isolated yield 74.2%. As a reaction SMILES: [Cl:1][C:2]1[N:7]=[CH:6][C:5]([C:8](=[CH:16]N(C)C)[C:9]([C:11]2[O:12][CH:13]=[CH:14][CH:15]=2)=O)=[CH:4][CH:3]=1.Cl.[NH2:21][C:22]([NH2:24])=[NH:23].C(=O)([O-])[O-].[K+].[K+]>CN(C)C=O.O>[Cl:1][C:2]1[N:7]=[CH:6][C:5]([C:8]2[C:9]([C:11]3[O:12][CH:13]=[CH:14][CH:15]=3)=[N:23][C:22]([NH2:24])=[N:21][CH:16]=2)=[CH:4][CH:3]=1 |f:1.2,3.4.5|. Procedure: A suspension of 2-(6-chloro-3-pyridyl)-3-(dimethylamino)-1-(2-furyl)-2-propen-1-one (7.49 g, 27.1 mmol), guanidine hydrochloride (7.7 g, 81.0 mmol) and potassium carbonate (22.4 g, 162 mmol) in N,N-dimethylformamide (105 ml) was stirred at 70° C. for 21 hours. After cooling as it was, the reaction mixture was diluted with water. The resulting crystals were collected by filtration and washed with water, to give the title compound (5.48 g, 74%) as a pale yellow solid. The reactants are [OH-].[Na+] (sodium hydroxide), FC1=CC=C(C=C1)C1(C(C2=C(C(=C(C=C2C1)O)Cl)Cl)=O)C (2-(4-fluorophenyl)-2-methyl-5-hydroxy-6,7-dichloro-1-indanone), C([O-])([O-])=O.[K+].[K+] (potassium carbonate), BrCC(=O)OCC (ethyl bromoacetate), Cl (hydrochloric acid). The solvent is O (water), CN(C=O)C (dimethylformamide), CCCCCC (hexane), O (water). Reaction conditions: temperature 80 celsius. Yields the product O=C1C(CC2=CC(=C(C(=C12)Cl)Cl)OCC(=O)O)(C)C1=CC=C(C=C1)F ([1-Oxo-2-(4-fluorophenyl)-2-methyl-6,7-dichloro-5-indanyloxy]acetic acid). RXN SMILES: [F:1][C:2]1[CH:7]=[CH:6][C:5]([C:8]2([CH3:21])[CH2:16][C:15]3[C:10](=[C:11]([Cl:19])[C:12]([Cl:18])=[C:13]([OH:17])[CH:14]=3)[C:9]2=[O:20])=[CH:4][CH:3]=1.C(=O)([O-])[O-].[K+].[K+].Br[CH2:29][C:30]([O:32]CC)=[O:31].[OH-].[Na+].Cl>CN(C)C=O.CCCCCC.O>[O:20]=[C:9]1[C:10]2[C:15](=[CH:14][C:13]([O:17][CH2:29][C:30]([OH:32])=[O:31])=[C:12]([Cl:18])[C:11]=2[Cl:19])[CH2:16][C:8]1([C:5]1[CH:6]=[CH:7][C:2]([F:1])=[CH:3][CH:4]=1)[CH3:21] |f:1.2.3,5.6|. Reported procedure: A stirred mixture of 2-(4-fluorophenyl)-2-methyl-5-hydroxy-6,7-dichloro-1-indanone (1.04 g., 0.0032 mole), potassium carbonate (0.885 g., 0.0064 mole) and ethyl bromoacetate (1.07 g., 0.0064 mole) in dimethylformamide (30 ml.) is warmed at 55°-60° C. for 3 hours, then treated with water (30 ml.)-10N sodium hydroxide solution (1 ml., 0.01 mole) and heated at 80° C. for one hour. The reaction mixture is added slowly to water (500 ml.) -12N hydrochloric acid (10 ml.) to precipitate 450 mg. of [1-ox... The reactants are OC1=CC2=CC=C(C=C2C=C1)O (2,6-dihydroxynaphthalene), C(C=C)Br (allyl bromide), C(=O)([O-])[O-].[K+].[K+] (K2CO3), CC(=O)C (acetone). Product: product ( 11 ), C(C=C)OC1=CC2=CC=C(C=C2C=C1)OCC=C (2,6-bis(allyloxy)naphthalene). As a reaction SMILES: [OH:1][C:2]1[CH:11]=[CH:10][C:9]2[C:4](=[CH:5][CH:6]=[C:7]([OH:12])[CH:8]=2)[CH:3]=1.[CH2:13](Br)[CH:14]=[CH2:15].C([O-])([O-])=O.[K+].[K+].[CH3:23][C:24]([CH3:26])=O>>[CH2:13]([O:1][C:2]1[CH:11]=[CH:10][C:9]2[C:4](=[CH:5][CH:6]=[C:7]([O:12][CH2:26][CH:24]=[CH2:23])[CH:8]=2)[CH:3]=1)[CH:14]=[CH2:15] |f:2.3.4|. Procedure details: Into a 1,000 ml two-necked flask equipped with a refluxing condenser, 20.0 g of 2,6-dihydroxynaphthalene (Sigma-Aldrich), 27.0 ml of allyl bromide (Sigma-Aldrich), 103.61 g of K2CO3, and 500 ml of acetone were charged and mixed at room temperature. Then, the reaction temperature was set to 80° C., and the homogeneous mixture thus obtained was refluxed overnight. After finishing the reaction, the reaction mixture was cooled to room temperature and filtered using Celite. The solvent was evaporated... Reactants: CC(C)(C)OC(=O)Nc1ccc(C(F)(F)F)cc1NC(=O)CC(=O)c1cccc(-c2cccnc2C2CC2)c1, ClCCl, O=C(O)C(F)(F)F. The product is O=C1CC(c2cccc(-c3cccnc3C3CC3)c2)=Nc2ccc(C(F)(F)F)cc2N1. As a reaction SMILES: [C:1]([O:2][C:3](=[O:4])[NH:7][c:8]1[c:9]([NH:18][C:19]([CH2:20][C:21](=[O:5])[c:23]2[cH:24][c:25](-[c:29]3[c:30]([CH:35]4[CH2:36][CH2:37]4)[n:31][cH:32][cH:33][cH:34]3)[cH:26][cH:27][cH:28]2)=[O:38])[cH:10][c:11]([C:14]([F:15])([F:16])[F:17])[cH:12][cH:13]1)([CH3:6])([CH3:22])[CH3:39].[Cl:47][CH2:48][Cl:49].[F:40][C:41]([F:42])([F:43])[C:44]([OH:45])=[O:46]>>[N:7]1=[C:21]([c:23]2[cH:24][c:25](-[c:29]3[c:30]([CH:35]4[CH2:36][CH2:37]4)[n:31][cH:32][cH:33][cH:34]3)[cH:26][cH:27][cH:28]2)[CH2:20][C:19](=[O:38])[NH:18][c:9]2[c:8]1[cH:13][cH:12][c:11]([C:14]([F:15])([F:16])[F:17])[cH:10]2. Reactants: [Mg] (magnesium), C(CC)[C@@H]1CC[C@H](CC1)C=1C(CCCC1)=O (trans-4-propylcyclohexylcyclohexenone), Grignard reagent, FC=1C=C(C=CC1Cl)Br (3-fluoro-4-chlorobromobenzene), C(C)OCC (diethyl ether), Grignard reagent, Cl (hydrochloric acid). Product: C(CC)[C@@H]1CC[C@H](CC1)C1=CCC(CC1)(O)C1=CC(=C(C=C1)Cl)F (1-(trans-4-propylcyclohexyl)-4-(3-fluoro-4-chlorophenyl)-4-hydroxycyclohexene). Reaction SMILES: [F:1][C:2]1[CH:3]=[C:4](Br)[CH:5]=[CH:6][C:7]=1[Cl:8].[Mg].[CH2:11]([C@H:14]1[CH2:19][CH2:18][C@H:17]([C:20]2[C:21](=O)[CH2:22][CH2:23][CH2:24][CH:25]=2)[CH2:16][CH2:15]1)[CH2:12][CH3:13].Cl.C([O:30]CC)C>>[CH2:11]([C@H:14]1[CH2:19][CH2:18][C@H:17]([C:20]2[CH2:21][CH2:22][C:23]([C:4]3[CH:5]=[CH:6][C:7]([Cl:8])=[C:2]([F:1])[CH:3]=3)([OH:30])[CH2:24][CH:25]=2)[CH2:16][CH2:15]1)[CH2:12][CH3:13]. Procedure: A solution of 6.7 of 3-fluoro-4-chlorobromobenzene in 30 ml of anhydrous diethyl ether was added dropwise under stirring at 10°-15° C. to 0.66 g of magnesium metal powder, followed by reaction at room temperature for 1 hour so that a Grignard reagent was formed. After 4.8 g of trans-4-propylcyclohexylcyclohexenone were added under stirring at -10° to 0° C. to the thus-formed Grignard reagent, they were reacted at room temperature for additional 1 hour. After the completion of the reaction, dilut... The product is CNC(=O)C(=NOC)c1c(C)cccc1COc1ccccc1C. Reaction SMILES: [CH3:1][O:2][N:3]=[C:4]([C:5](=[O:6])[O:7][CH3:8])[c:9]1[c:10]([CH2:16][O:17][c:18]2[c:19]([CH3:24])[cH:20][cH:21][cH:22][cH:23]2)[cH:11][cH:12][cH:13][c:14]1[CH3:15].[CH3:25][NH2:26]>>[CH3:1][O:2][N:3]=[C:4]([C:5](=[O:6])[NH:26][CH3:25])[c:9]1[c:10]([CH2:16][O:17][c:18]2[c:19]([CH3:24])[cH:20][cH:21][cH:22][cH:23]2)[cH:11][cH:12][cH:13][c:14]1[CH3:15]. Reactants: CON=C(C(=O)OC)c1c(C)cccc1COc1ccccc1C, CN. Starting materials: ClC=1C(=C(C=CC1)C#CCO)C (3-(3-chloro-2-methylphenyl)-2-propyne-1-ol). Reagents/catalysts: C1=CC=C(C=C1)P(C2=CC=CC=C2)C3=CC=CC=C3.C1=CC=C(C=C1)P(C2=CC=CC=C2)C3=CC=CC=C3.C1=CC=C(C=C1)P(C2=CC=CC=C2)C3=CC=CC=C3.[Cl-].[Rh] (chlorotris(triphenylphosphine)rhodium(I)). Run in C1(=CC=CC=C1)C (toluene). Run at temperature 60 celsius, time 11 hour. Product: ClC=1C(=C(C=CC1)CCCO)C (3-(3-chloro-2-methylphenyl)-1-propanol). Isolated yield 80.0%. As a reaction SMILES: [Cl:1][C:2]1[C:3]([CH3:12])=[C:4]([C:8]#[C:9][CH2:10][OH:11])[CH:5]=[CH:6][CH:7]=1>C1(C)C=CC=CC=1.C1C=CC(P(C2C=CC=CC=2)C2C=CC=CC=2)=CC=1.C1C=CC(P(C2C=CC=CC=2)C2C=CC=CC=2)=CC=1.C1C=CC(P(C2C=CC=CC=2)C2C=CC=CC=2)=CC=1.[Cl-].[Rh]>[Cl:1][C:2]1[C:3]([CH3:12])=[C:4]([CH2:8][CH2:9][CH2:10][OH:11])[CH:5]=[CH:6][CH:7]=1 |f:2.3.4.5.6|. Procedure details: A suspension of Compound 54-1 (2.58 g) and chlorotris(triphenylphosphine)rhodium(I) (1.50 g) in toluene (80 ml) was stirred under a hydrogen atmosphere at 60° C. for 11 hr. The reaction mixture was filtered through celite and concentrated. The obtained residue was purified by silica gel column chromatography (hexane:ethyl acetate=99:1-80:20) to give the object product (2.11 g) as a brown oil. The reactants are 60.1, CC1=CC=C(C=C1)NC1(CCN(CC1)CCC1=CC=CC=C1)C(=O)OCC (ethyl 4-[(4-methylphenyl)amino]-1-(2-phenylethyl)-4-piperidinecarboxylate), [OH-].[K+] (potassium hydroxide), C(CO)O (1,2-ethanediol). The solvent is C(C)(=O)O (acetic acid). The product is 43.9, CC1=CC=C(C=C1)NC1(CCN(CC1)CCC1=CC=CC=C1)C(=O)O (4-[(4-methylphenyl)amino]-1-(2-phenylethyl)-4-piperidinecarboxylic acid). The yield is 79.2%. Reaction SMILES: [CH3:1][C:2]1[CH:7]=[CH:6][C:5]([NH:8][C:9]2([C:23]([O:25]CC)=[O:24])[CH2:14][CH2:13][N:12]([CH2:15][CH2:16][C:17]3[CH:22]=[CH:21][CH:20]=[CH:19][CH:18]=3)[CH2:11][CH2:10]2)=[CH:4][CH:3]=1.[OH-].[K+].C(O)CO>C(O)(=O)C>[CH3:1][C:2]1[CH:7]=[CH:6][C:5]([NH:8][C:9]2([C:23]([OH:25])=[O:24])[CH2:10][CH2:11][N:12]([CH2:15][CH2:16][C:17]3[CH:18]=[CH:19][CH:20]=[CH:21][CH:22]=3)[CH2:13][CH2:14]2)=[CH:4][CH:3]=1 |f:1.2|. Reported procedure: A mixture of 60.1 parts of ethyl 4-[(4-methylphenyl)amino]-1-(2-phenylethyl)-4-piperidinecarboxylate, 27.6 parts of potassium hydroxide and 150 parts of 1,2-ethanediol is stirred and refluxed for 3 hours. The reaction mixture is cooled to room temperature and poured onto water. The whole is neutralized with acetic acid. The precipitated product is filtered off and crystallized from N,N-dimethylformamide. The product is filtered off and dried in vacuo, yielding 43.9 parts (79.2%) of 4-[(4-methylp... Reactants: NC1=C(C(=O)NC=2C(=CC=CC2)C)C=C(C=C1)[N+](=O)[O-] (N-(2-amino-5-nitrobenzoyl)-o-toluidine), N1=CC=CC=C1 (pyridine), FCC(=O)Cl (fluoroacetyl chloride). The solvent is O1CCCC1 (tetrahydrofuran). Conditions: time 30 minute. Yields the product FCC(=O)NC1=C(C(=O)NC=2C(=CC=CC2)C)C=C(C=C1)[N+](=O)[O-] (N-(2-fluoroacetamido-5-nitrobenzoyl)-o-toluidine). Isolated yield 93.4%. Reaction SMILES: [NH2:1][C:2]1[CH:17]=[CH:16][C:15]([N+:18]([O-:20])=[O:19])=[CH:14][C:3]=1[C:4]([NH:6][C:7]1[C:8]([CH3:13])=[CH:9][CH:10]=[CH:11][CH:12]=1)=[O:5].N1C=CC=CC=1.[F:27][CH2:28][C:29](Cl)=[O:30]>O1CCCC1>[F:27][CH2:28][C:29]([NH:1][C:2]1[CH:17]=[CH:16][C:15]([N+:18]([O-:20])=[O:19])=[CH:14][C:3]=1[C:4]([NH:6][C:7]1[C:8]([CH3:13])=[CH:9][CH:10]=[CH:11][CH:12]=1)=[O:5])=[O:30]. Reported procedure: 14.4 g(0.053 mol) of N-(2-amino-5-nitrobenzoyl)-o-toluidine and 6.3 g(0.08 mol) of pyridine are dissolved in 300 ml of tetrahydrofuran. 12.2 g(0.126 mol) of fluoroacetyl chloride are added to the solution for 10 minutes under ice-cooling. The solution is stirred at the same temperature for 30 minutes and then at room temperature for 2.5 hours. The reaction solution is allowed to stand at room temperature overnight. The crystalline precipitate is collected by filtration, washed with water and the... Reactants: O=C1N(C(C2=CC=CC=C12)=O)CCN1C(C(=C(C2=NC=C(C=C12)CC1=CC=C(C=C1)F)O)C(=O)NCCOCC)=O (1-[2-(1,3-dioxo-1,3-dihydro-2H-isoindol-2-yl)ethyl]-N-[2-(ethyloxy)ethyl]-7-[(4-fluorophenyl)methyl]-4-hydroxy-2-oxo-1,2-dihydro-1,5-naphthyridine-3-carboxamide), NN (hydrazine), O (water). The solvent is CCO (EtOH). Run at time 8 hour. Yields the product NCCN1C(C(=C(C2=NC=C(C=C12)CC1=CC=C(C=C1)F)O)C(=O)NCCOCC)=O (1-(2-Aminoethyl)-N-[2-(ethyloxy)ethyl]-7-[(4-fluorophenyl)methyl]-4-hydroxy-2-oxo-1,2-dihydro-1,5-naphthyridine-3-carboxamide). As a reaction SMILES: O=C1C2C(=CC=CC=2)C(=O)[N:3]1[CH2:12][CH2:13][N:14]1[C:23]2[C:18](=[N:19][CH:20]=[C:21]([CH2:24][C:25]3[CH:30]=[CH:29][C:28]([F:31])=[CH:27][CH:26]=3)[CH:22]=2)[C:17]([OH:32])=[C:16]([C:33]([NH:35][CH2:36][CH2:37][O:38][CH2:39][CH3:40])=[O:34])[C:15]1=[O:41].NN.O>CCO>[NH2:3][CH2:12][CH2:13][N:14]1[C:23]2[C:18](=[N:19][CH:20]=[C:21]([CH2:24][C:25]3[CH:26]=[CH:27][C:28]([F:31])=[CH:29][CH:30]=3)[CH:22]=2)[C:17]([OH:32])=[C:16]([C:33]([NH:35][CH2:36][CH2:37][O:38][CH2:39][CH3:40])=[O:34])[C:15]1=[O:41]. Reported procedure: A solution of 1-[2-(1,3-dioxo-1,3-dihydro-2H-isoindol-2-yl)ethyl]-N-[2-(ethyloxy)ethyl]-7-[(4-fluorophenyl)methyl]-4-hydroxy-2-oxo-1,2-dihydro-1,5-naphthyridine-3-carboxamide (0.155 g, 0.277 mmol) in EtOH (6.5 mL) under nitrogen was treated with hydrazine (0.218 mL, 6.92 mmol) for 7 h@50° C. The reaction was then cooled to ambient temperature and stirred overnight. After heating an additional 6.5 h@50° C. the resulting solution was poured into water (75 mL), refrigerated and the resulting suspen...